This data is from the Open Reaction Database (ORD), a public repository of structured organic reaction records. The task is: describe an organic reaction: reactants, conditions, products, and yield Starting materials: COC(C[C@@H]1C[C@@H](CC1)O)=O ((1S,3R)-(3-hydroxy-cyclopentyl)acetic acid methyl ester), C1=CC=C(C=C1)P(C2=CC=CC=C2)C3=CC=CC=C3 (PPh3), C(Br)(Br)(Br)Br (CBr4). Solvent: C(Cl)Cl (DCM). Run at time 8 hour. Yields the product Br[C@@H]1C[C@H](CC1)CC(=O)OC (methyl 2-((1R,3S)-3-bromocyclopentyl)acetate). Yield: 70.4%. Reaction SMILES: [CH3:1][O:2][C:3](=[O:11])[CH2:4][C@H:5]1[CH2:9][CH2:8][C@@H:7](O)[CH2:6]1.C1C=CC(P(C2C=CC=CC=2)C2C=CC=CC=2)=CC=1.C(Br)(Br)(Br)[Br:32]>C(Cl)Cl>[Br:32][C@H:7]1[CH2:8][CH2:9][C@H:5]([CH2:4][C:3]([O:2][CH3:1])=[O:11])[CH2:6]1. Reported procedure: To (1S,3R)-(3-hydroxy-cyclopentyl)acetic acid methyl ester (2.0 g, 12.6 mmol) in 10 mL of DCM at 0° C. was added PPh3 (3.49 g, 13.3 mmol, 1.05 eq.), followed by CBr4 (4.41 g, 13.3 mmol, 1.05 eq.) slowly. The mixture was stirred at room temperature overnight. The reaction mixture was filtered through a thin layer silica gel and the filtrate was concentrated down. The residue was purified by silica gel chromatography with (15% EtOAc in hexanes) to provide 1.96 g of methyl 2-((1R,3S)-3-bromocyclope... Reactants: CuBr, IC1=NC=CC=C1 (2-iodopyridine), N1C=CC2=C(C=CC=C12)CN1CCC(CC1)C=1C=C(C=CC1)NC(C(C)C)=O (N-{3-[1-(1H-indol-4-ylmethyl)-4-piperidinyl]phenyl}-2-methylpropanamide). Product: CC(C(=O)NC1=CC(=CC=C1)C1CCN(CC1)CC1=C2C=CN(C2=CC=C1)C1=NC=CC=C1)C (2-METHYL-N-[3-(1-{[1-(2-PYRIDINYL)-1H-INDOL-4-YL]METHYL}-4-PIPERIDINYL)PHENYL]PROPANAMIDE). As a reaction SMILES: I[C:2]1[CH:7]=[CH:6][CH:5]=[CH:4][N:3]=1.[NH:8]1[C:16]2[C:11](=[C:12]([CH2:17][N:18]3[CH2:23][CH2:22][CH:21]([C:24]4[CH:25]=[C:26]([NH:30][C:31](=[O:35])[CH:32]([CH3:34])[CH3:33])[CH:27]=[CH:28][CH:29]=4)[CH2:20][CH2:19]3)[CH:13]=[CH:14][CH:15]=2)[CH:10]=[CH:9]1>>[CH3:34][CH:32]([CH3:33])[C:31]([NH:30][C:26]1[CH:27]=[CH:28][CH:29]=[C:24]([CH:21]2[CH2:22][CH2:23][N:18]([CH2:17][C:12]3[CH:13]=[CH:14][CH:15]=[C:16]4[C:11]=3[CH:10]=[CH:9][N:8]4[C:2]3[CH:7]=[CH:6][CH:5]=[CH:4][N:3]=3)[CH2:19][CH2:20]2)[CH:25]=1)=[O:35]. Procedure details: Prepared by Procedure C and Scheme Q1, with CuBr in place of Cu, using 2-iodopyridine and N-{3-[1-(1H-indol-4-ylmethyl)-4-piperidinyl]phenyl}-2-methylpropanamide: ESMS m/e: 453.2 (M+H)+.